describe an organic reaction: reactants, conditions, products, and yield From a dataset of the Open Reaction Database (ORD), a public repository of structured organic reaction records. Reactants: C1CCOC1 (THF), [N+](=O)([O-])C1=CC=C2CCCC(C2=C1)=O (7-Nitro-1-tetralone), C1CCOC1 (THF), ice water. The reagents and catalysts are [Br-].C[P+](C1=CC=CC=C1)(C1=CC=CC=C1)C1=CC=CC=C1 (methyltriphenylphosphonium bromide). Run in hexanes. Reaction conditions: time 8 hour. Product: C=C1CCCC2=CC=C(C=C12)[N+](=O)[O-] (1-Methylene-7-nitro-tetralin). Reaction SMILES: [N+:1]([C:4]1[CH:13]=[C:12]2[C:7]([CH2:8][CH2:9][CH2:10][C:11]2=O)=[CH:6][CH:5]=1)([O-:3])=[O:2].[CH2:15]1COCC1>[Br-].C[P+](C1C=CC=CC=1)(C1C=CC=CC=1)C1C=CC=CC=1>[CH2:15]=[C:11]1[C:12]2[C:7](=[CH:6][CH:5]=[C:4]([N+:1]([O-:3])=[O:2])[CH:13]=2)[CH2:8][CH2:9][CH2:10]1 |f:2.3|. Reported procedure: 7-Nitro-1-tetralone (1.00 g, 5.23 mmol) was dissolved in dry THF (5 mL) and added to a solution of methyltriphenylphosphonium bromide (2.00 g, 5.60 mmol) and n-butyllithlum (2.5M in hexanes, 2.2 mL, 5.5 mmol) in THF (10 mL) cooled by an ice water bath. The mixture was allowed to warm to room temperature and stirred overnight. It was poured into ice water 45 mL) and extracted with EtOAc (3×20 mL). The extract was washed with NaCl solution, dried (MgSO4), filtered and concentrated to give a black ... Reactants: C(C)(=O)OC1=NC2=C(C=CC=C2C=C1)O (2-Acetoxy-8-hydroxyquinoline), C([O-])([O-])=O.[K+].[K+] (potassium carbonate), CN(C=O)C (N,N-dimethylformamide), ClCC(C)=O (chloroacetone), ice water. Solvent: C1CCOC1 (THF). Reaction conditions: time 30 minute. The product is C(C)(=O)OC1=NC2=C(C=CC=C2C=C1)OCC(C)=O (2-Acetoxy-8-(2-oxopropoxy)quinoline). Yield: 65.6%. As a reaction SMILES: [C:1]([O:4][C:5]1[CH:14]=[CH:13][C:12]2[C:7](=[C:8]([OH:15])[CH:9]=[CH:10][CH:11]=2)[N:6]=1)(=[O:3])[CH3:2].C(=O)([O-])[O-].[K+].[K+].CN(C)C=O.Cl[CH2:28][C:29](=[O:31])[CH3:30]>C1COCC1>[C:1]([O:4][C:5]1[CH:14]=[CH:13][C:12]2[C:7](=[C:8]([O:15][CH2:28][C:29](=[O:31])[CH3:30])[CH:9]=[CH:10][CH:11]=2)[N:6]=1)(=[O:3])[CH3:2] |f:1.2.3|. Procedure details: A mixture of 5b (1.02 g, 5 mmol), potassium carbonate (0.69 g, 5 mmol) and dry N,N-dimethylformamide (DMF) (40 ml) was stirred at room temperature for 30 min and then chloroacetone (0.46 g, 5 mmol) in dry THF (10 ml) was added in one portion. The resulting mixture was continued to stir at room temperature for 24 h (monitored by TLC). After this period, it was poured into ice water (100 ml) and the pale yellow solid thus obtained was crystallized from dichloromethane and ether to afford 2-Acetoxy... Reactants: COC(C1=CC=C(C=C1)CN1C2=C([C@H](CCC1)N(C=1N=NN(N1)C)CC1=CC(=CC(=C1)C(F)(F)F)C(F)(F)F)C=C(C(=C2C)C(F)(F)F)C)=O ((S)-4-{5-[(3,5-Bis-trifluoromethyl-benzyl)-(2-methyl-2H-tetrazol-5-yl)-amino]-7,9-dimethyl-8-trifluoromethyl-2,3,4,5-tetrahydro-benzo[b]azepin-1-ylmethyl}-benzoic acid methyl ester), [OH-].[Na+] (sodium hydroxide). The solvent is O (water), Cl (HCl), CO (methanol). Reaction conditions: temperature 60 celsius. Product: FC(C=1C=C(CN([C@@H]2C3=C(N(CCC2)CC2=CC=C(C(=O)O)C=C2)C(=C(C(=C3)C)C(F)(F)F)C)C=3N=NN(N3)C)C=C(C1)C(F)(F)F)(F)F ((S)-4-{5-[(3,5-Bis-trifluoromethyl-benzyl)-(2-methyl-2H-tetrazol-5-yl)-amino]-7,9-dimethyl-8-trifluoromethyl-2,3,4,5-tetrahydro-benzo[b]azepin-1-ylmethyl}-benzoic acid). RXN SMILES: C[O:2][C:3](=[O:50])[C:4]1[CH:9]=[CH:8][C:7]([CH2:10][N:11]2[CH2:17][CH2:16][CH2:15][C@H:14]([N:18]([CH2:25][C:26]3[CH:31]=[C:30]([C:32]([F:35])([F:34])[F:33])[CH:29]=[C:28]([C:36]([F:39])([F:38])[F:37])[CH:27]=3)[C:19]3[N:20]=[N:21][N:22]([CH3:24])[N:23]=3)[C:13]3[CH:40]=[C:41]([CH3:49])[C:42]([C:45]([F:48])([F:47])[F:46])=[C:43]([CH3:44])[C:12]2=3)=[CH:6][CH:5]=1.[OH-].[Na+]>CO.O.Cl>[F:34][C:32]([F:33])([F:35])[C:30]1[CH:31]=[C:26]([CH:27]=[C:28]([C:36]([F:39])([F:38])[F:37])[CH:29]=1)[CH2:25][N:18]([C:19]1[N:20]=[N:21][N:22]([CH3:24])[N:23]=1)[C@H:14]1[CH2:15][CH2:16][CH2:17][N:11]([CH2:10][C:7]2[CH:8]=[CH:9][C:4]([C:3]([OH:50])=[O:2])=[CH:5][CH:6]=2)[C:12]2[C:43]([CH3:44])=[C:42]([C:45]([F:46])([F:47])[F:48])[C:41]([CH3:49])=[CH:40][C:13]1=2 |f:1.2|. Procedure: To a solution of (S)-4-{5-[(3,5-Bis-trifluoromethyl-benzyl)-(2-methyl-2H-tetrazol-5-yl)-amino]-7,9-dimethyl-8-trifluoromethyl-2,3,4,5-tetrahydro-benzo[b]azepin-1-ylmethyl}-benzoic acid methyl ester (0.1 mmol) in methanol (1 mL), add 4N sodium hydroxide (0.5 mL). Heat the mixture at 60° C. for 3 h. Dilute the cooled mixture with water and 1N HCl to bring the pH to 6-7 and extract with CH2Cl2 (3×15 mL). Combine the organic layers, dry over sodium sulfate, filter, and concentrate under reduced pres... Reactants: O (water), ClC=1C=CC2=C(C(=NCC=3N2C(=C(N3)CO)CNC)C3=C(C=CC=C3)F)C1 (8-chloro-6-(2-fluorophenyl)-1-methylaminomethyl-4H-imidazo[1,2-a][1,4]benzodiazepine-2-methanol), product, Cl (hydrochloric acid). Run in O1CCOCC1 (dioxan). Product: Cl.ClC=1C=CC2=C(C(=NCC=3N2C(=C(N3)CO)CNC)C3=C(C=CC=C3)F)C1 (8-chloro-6-(2-fluorophenyl)-1-methylaminomethyl-4H-imidazo[1,2-a][1,4]benzodiazepine-2-methanol hydrochloride). Reaction SMILES: [Cl:1][C:2]1[CH:3]=[CH:4][C:5]2[N:11]3[C:12]([CH2:17][NH:18][CH3:19])=[C:13]([CH2:15][OH:16])[N:14]=[C:10]3[CH2:9][N:8]=[C:7]([C:20]3[CH:25]=[CH:24][CH:23]=[CH:22][C:21]=3[F:26])[C:6]=2[CH:27]=1.Cl.O>O1CCOCC1>[ClH:1].[Cl:1][C:2]1[CH:3]=[CH:4][C:5]2[N:11]3[C:12]([CH2:17][NH:18][CH3:19])=[C:13]([CH2:15][OH:16])[N:14]=[C:10]3[CH2:9][N:8]=[C:7]([C:20]3[CH:25]=[CH:24][CH:23]=[CH:22][C:21]=3[F:26])[C:6]=2[CH:27]=1 |f:4.5|. Reported procedure: 820 mg of tetrabromomethane and 650 mg of triphenylphosphine were added in succession and portionwise to a solution of 1.0 g of [2-(tert.-butyl-dimethyl-silanyloxymethyl)-8-chloro-6-(2-fluorophenyl)-4H-imidazo[1,2-a][1,4]benzodiazepin-1-yl]methanol in 10 ml of tetrahydrofuran. After stirring at room temperature for 2 h. a further 160 mg of tetrabromomethane and 130 mg of triphenylphosphine were added and the mixture was stirred for a further 2 h. Subsequently, the solvent was removed at 40° C. i... The reactants are C1CCOC1, CCCOc1c(OCc2ccccc2)cc(C2CCC(c3cc(OC)c(OC)c(OC)c3)O2)cc1S(C)(=O)=O, [Li]CCCC, CC(=O)OC(C)=O, [Cl-], [NH4+], O. Yields the product C=CC(=O)c1cc(OC)c(OC)c(OC)c1. As a reaction SMILES: [CH2:54]1[O:55][CH2:56][CH2:57][CH2:58]1.[CH3:1][S:2]([c:3]1[cH:4][c:5]([CH:6]2[O:24][CH:25]([c:28]3[cH:29][c:30]([O:38][CH3:39])[c:31]([O:36][CH3:37])[c:32]([O:34][CH3:35])[cH:33]3)[CH2:26][CH2:27]2)[cH:7][c:8]([O:9][CH2:10][c:11]2[cH:12][cH:13][cH:14][cH:15][cH:16]2)[c:17]1[O:18][CH2:19][CH2:20][CH3:21])(=[O:22])=[O:23].[CH3:40][CH2:41][CH2:42][CH2:43][Li:44].[CH3:45][C:46]([O:47][C:48](=[O:49])[CH3:50])=[O:51].[Cl-:52].[NH4+:53].[OH2:59]>>[O:24]=[C:25]([CH:26]=[CH2:27])[c:28]1[cH:29][c:30]([O:38][CH3:39])[c:31]([O:36][CH3:37])[c:32]([O:34][CH3:35])[cH:33]1. Reactants: FC(C1=C(C=CC(=C1)C=NO)C1=CC=CC=C1)(F)F (2-trifluoromethyl-biphenyl-4-carbaldehyde oxime), aqueous solution, [O-]Cl.[Na+] (NaOCl), C(#C)C1=CC=C(N)C=C1 (4-ethynylaniline). Solvent: C(Cl)Cl (CH2Cl2), C(Cl)Cl (CH2Cl2). Reaction conditions: time 16 hour. Product: FC(C1=C(C=CC(=C1)C1=NOC(=C1)C1=CC=C(C=C1)N)C1=CC=CC=C1)(F)F (4-[3-(2-Trifluoromethyl-biphenyl-4-yl)-isoxazol-5-yl]-phenylamine). As a reaction SMILES: [F:1][C:2]([F:19])([F:18])[C:3]1[CH:8]=[C:7]([CH:9]=[N:10][OH:11])[CH:6]=[CH:5][C:4]=1[C:12]1[CH:17]=[CH:16][CH:15]=[CH:14][CH:13]=1.[O-]Cl.[Na+].[C:23]([C:25]1[CH:31]=[CH:30][C:28]([NH2:29])=[CH:27][CH:26]=1)#[CH:24]>C(Cl)Cl>[F:1][C:2]([F:18])([F:19])[C:3]1[CH:8]=[C:7]([C:9]2[CH:24]=[C:23]([C:25]3[CH:31]=[CH:30][C:28]([NH2:29])=[CH:27][CH:26]=3)[O:11][N:10]=2)[CH:6]=[CH:5][C:4]=1[C:12]1[CH:17]=[CH:16][CH:15]=[CH:14][CH:13]=1 |f:1.2|. Procedure: To a solution of 2-trifluoromethyl-biphenyl-4-carbaldehyde oxime (1 eq) in CH2Cl2 a 10% aqueous solution of NaOCl is added at 0° C. Thereafter a solution of 4-ethynylaniline (1.1 eq) is added and then the reaction mixture is stirred at room temperature for 16 hours. The reaction mixture is diluted with CH2Cl2 and 3 times extracted with water. The combined organic layers are dried over Na2SO4, filtered and concentrated. Purification is achieved, after drying over Na2SO4, over silica gel using c-h... Solvent: CCOCC (Ether). Reactants: ClCCCC(=O)C1=CC=C(C=C1)F (γ-chloro-p-fluorobutyrophenone), CC=1N=C(SC1)C1=CC=NC=C1 (4-(4-methyl-2-thiazolyl)pyridine). RXN SMILES: [Cl:1][CH2:2][CH2:3][CH2:4][C:5]([C:7]1[CH:12]=[CH:11][C:10]([F:13])=[CH:9][CH:8]=1)=[O:6].[CH3:14][C:15]1[N:16]=[C:17]([C:20]2[CH:25]=[CH:24][N:23]=[CH:22][CH:21]=2)[S:18][CH:19]=1>CCOCC>[Cl-:1].[F:13][C:10]1[CH:11]=[CH:12][C:7]([C:5]([CH2:4][CH2:3][CH2:2][N+:23]2[CH:22]=[CH:21][C:20]([C:17]3[S:18][CH:19]=[C:15]([CH3:14])[N:16]=3)=[CH:25][CH:24]=2)=[O:6])=[CH:8][CH:9]=1 |f:3.4|. Yields the product [Cl-].FC1=CC=C(C(=O)CCC[N+]2=CC=C(C=C2)C=2SC=C(N2)C)C=C1 (1-(3-p-Fluorobenzoylpropyl)-4-(4-methyl-2-thiazolyl)pyridinium chloride). Reported procedure: A 1.0 g. portion of γ-chloro-p-fluorobutyrophenone and 0.9 g. of 4-(4-methyl-2-thiazolyl)pyridine are heated in an oil bath at 95°-100°C. overnight. Ether is added and the mixture is filtered. The solid is recrystallized from acetonitrile. This solid is recrystallized from a mixture of alcohol and ether, m.p. 226°-228°C. Reactants: C(CCCO)O (1,4-butanediol), C(C)(=O)OCC=C (allyl acetate), C(C=C)OCCCCOCC=C (3-(4-allyloxy-butoxy)-propene). Yields the product C(C=C)OCCCCO (4-allyloxy-1-butanol). Reaction SMILES: C(O)CCCO.C(OCC=C)(=O)C.[CH2:14]([O:17][CH2:18][CH2:19][CH2:20][CH2:21][O:22]CC=C)[CH:15]=[CH2:16]>>[CH2:14]([O:17][CH2:18][CH2:19][CH2:20][CH2:21][OH:22])[CH:15]=[CH2:16]. Procedure: A reaction was performed by the procedure of Example 1, except for using 1,4-butanediol instead of 1-octanol and using allyl acetate in an amount of 10 mmol. The reaction mixture was analyzed by gas chromatography to find that 3-(4-allyloxy-butoxy)-propene and 4-allyloxy-1-butanol were formed in yields of 78% and 6%, respectively.